Dataset: the Open Reaction Database (ORD), a public repository of structured organic reaction records. Task: describe an organic reaction: reactants, conditions, products, and yield Starting materials: C1(=CC=CC=C1)\C=C/CCCC(=O)OC (methyl (Z)-6-phenyl-5-hexenoate). The solvent is O1CCOCC1 (dioxan), C([O-])([O-])=O.[Na+].[Na+] (sodium carbonate). Product: C1(=CC=CC=C1)\C=C/CCCC(=O)O ((Z)-6-phenyl-5-hexenoic acid). RXN SMILES: [C:1]1(/[CH:7]=[CH:8]\[CH2:9][CH2:10][CH2:11][C:12]([O:14]C)=[O:13])[CH:6]=[CH:5][CH:4]=[CH:3][CH:2]=1>O1CCOCC1.C(=O)([O-])[O-].[Na+].[Na+]>[C:1]1(/[CH:7]=[CH:8]\[CH2:9][CH2:10][CH2:11][C:12]([OH:14])=[O:13])[CH:6]=[CH:5][CH:4]=[CH:3][CH:2]=1 |f:2.3.4|. Procedure details: A solution of methyl (Z)-6-phenyl-5-hexenoate (2.0 g) in dioxan (20 ml) and 10% sodium carbonate solution (20 ml) was heated under reflux for 6 hours and evaporated to low volume. The residue was diluted with water, washed with ether, acidified and extracted with ether. The extract was dried and evaporated to give (Z)-6-phenyl-5-hexenoic acid. Reactants: [N+](=O)([O-])C=1C=C(C=C(C1)C(F)(F)F)CO ([3-nitro-5-(trifluoromethyl)phenyl]methanol), Cl (HCl), O.O.Cl[Sn]Cl (SnCl2.2H2O). Solvent: C(=O)(O)[O-].[Na+] (NaHCO3). Conditions: time 24 hour. The product is NC=1C=C(C=C(C1)C(F)(F)F)CO ([3-amino-5-(trifluoromethyl)phenyl]methanol). Isolated yield 98.1%. As a reaction SMILES: [N+:1]([C:4]1[CH:5]=[C:6]([CH2:14][OH:15])[CH:7]=[C:8]([C:10]([F:13])([F:12])[F:11])[CH:9]=1)([O-])=O.Cl.O.O.Cl[Sn]Cl>C([O-])(O)=O.[Na+]>[NH2:1][C:4]1[CH:5]=[C:6]([CH2:14][OH:15])[CH:7]=[C:8]([C:10]([F:11])([F:12])[F:13])[CH:9]=1 |f:2.3.4,5.6|. Reported procedure: To a solution of [3-nitro-5-(trifluoromethyl)phenyl]methanol (1.8 g, 8.0 mmol) (Step A, Example 23) in TIE (36 mL) was added concentrated HCl (18 mL) and SnCl2.2H2O (8.7 g, 38.8 mmol). The reaction was stirred at room temperature for 24 hours and then poured slowly into saturated NaHCO3 (250 mL). After neutralization was complete, the reaction was extracted with EtOAc (3×50 mL). The organic extracts were washed with brine (75 mL), dried over Na2SO4, filtered, and concentrated. Purification by fl...